The task is: describe an organic reaction: reactants, conditions, products, and yield. This data is from the Open Reaction Database (ORD), a public repository of structured organic reaction records. The reactants are ClC=1C=NC=C(C1)C#C[Si](CC)(CC)CC (3-Chloro-5-[(triethylsilyl)ethynyl]pyridine), C([O-])([O-])=O.[K+].[K+] (potassium carbonate). Run in CO (methanol). Reaction conditions: temperature 0 celsius, time 0.5 hour. Yields the product ClC=1C=NC=C(C1)C#C (3-chloro-5-ethynylpyridine). The yield is 89.2%. As a reaction SMILES: [Cl:1][C:2]1[CH:3]=[N:4][CH:5]=[C:6]([C:8]#[C:9][Si](CC)(CC)CC)[CH:7]=1.C(=O)([O-])[O-].[K+].[K+]>CO>[Cl:1][C:2]1[CH:3]=[N:4][CH:5]=[C:6]([C:8]#[CH:9])[CH:7]=1 |f:1.2.3|. Reported procedure: 3-Chloro-5-[(triethylsilyl)ethynyl]pyridine (1.4 g, 6.7 mmol) was dissolved in methanol (15 ml) and cooled to 0° C., to the resulting solution was added potassium carbonate (93 mg, 0.67 mmol). The ice bath was removed and the reaction mixture was stirred at ambient temperature for 0.5 h at which time thin layer chromatography (TLC) and GC/MS analysis indicated that the reaction was complete. The solvent was removed in vacuo and the residue was dissolved in diethyl ether (50 mL), washed with wate... The reactants are COC(C(=O)C1=C(C(N(C1C1=C(C=CC=C1)OC)C1=CC=C(C=C1)C1=NOC=C1)=O)O)(C)OC (4-(2,2-dimethoxypropionoyl)-3-hydroxy-1-(4-isoxazol-3-ylphenyl)-5-(2-methoxyphenyl)-1,5-dihydropyrrol-2-one), C(C)(=O)O (acetic acid). Run in O (water), O (water). Reaction conditions: temperature 95 celsius, time 15 minute. Yields the product O=C(C(C)=O)C1=C(C(N(C1C1=C(C=CC=C1)OC)C1=CC=C(C=C1)C1=NOC=C1)=O)O (4-(1,2-dioxopropyl)-3-hydroxy-1-(4-isoxazol-3-ylphenyl)-5-(2-methoxyphenyl)-1,5-dihydropyrrol-2-one). Yield: 70.3%. As a reaction SMILES: C[O:2][C:3](OC)([CH3:32])[C:4]([C:6]1[CH:10]([C:11]2[CH:16]=[CH:15][CH:14]=[CH:13][C:12]=2[O:17][CH3:18])[N:9]([C:19]2[CH:24]=[CH:23][C:22]([C:25]3[CH:29]=[CH:28][O:27][N:26]=3)=[CH:21][CH:20]=2)[C:8](=[O:30])[C:7]=1[OH:31])=[O:5].C(O)(=O)C>O>[O:5]=[C:4]([C:6]1[CH:10]([C:11]2[CH:16]=[CH:15][CH:14]=[CH:13][C:12]=2[O:17][CH3:18])[N:9]([C:19]2[CH:24]=[CH:23][C:22]([C:25]3[CH:29]=[CH:28][O:27][N:26]=3)=[CH:21][CH:20]=2)[C:8](=[O:30])[C:7]=1[OH:31])[C:3](=[O:2])[CH3:32]. Reported procedure: 4-(2,2-dimethoxypropionoyl)-3-hydroxy-1-(4-isoxazol-3-ylphenyl)-5-(2-methoxyphenyl)-1,5-dihydropyrrol-2-one (0.08 g, 0.17 mmol) was added with acetic acid (0.1 mL) and water (0.9 mL). The mixture was stirred at 95° C. for 15 min. Then, water was added, the mixture was extracted with ethyl acetate. The organic layer was dried over anhydrous sodium sulfate, and concentrated under reduced pressure. The residue was crystallized from dichloromethane and ether to give 4-(1,2-dioxopropyl)-3-hydroxy-1-(...